describe an organic reaction: reactants, conditions, products, and yield From a dataset of the Open Reaction Database (ORD), a public repository of structured organic reaction records. The reactants are Nc1cccc2c1OCO2, CCCO, COc1cc2c(Cl)c(C#N)cnc2cc1O. Product: COc1cc2c(Nc3cccc4c3OCO4)c(C#N)cnc2cc1O. RXN SMILES: [CH2:17]1[O:18][c:19]2[c:20]([NH2:21])[cH:22][cH:23][cH:24][c:25]2[O:26]1.[CH2:27]([OH:28])[CH2:29][CH3:30].[Cl:1][c:2]1[c:3]([C:15]#[N:16])[cH:4][n:5][c:6]2[cH:7][c:8]([OH:14])[c:9]([O:12][CH3:13])[cH:10][c:11]12>>[c:2]1([NH:21][c:20]2[c:19]3[c:25]([cH:24][cH:23][cH:22]2)[O:26][CH2:17][O:18]3)[c:3]([C:15]#[N:16])[cH:4][n:5][c:6]2[cH:7][c:8]([OH:14])[c:9]([O:12][CH3:13])[cH:10][c:11]12. Starting materials: O=CC(OCc1ccccc1)C(OCc1ccccc1)C(O)COCc1ccccc1, CO, NN, O. Reaction SMILES: [CH2:1]([c:2]1[cH:3][cH:4][cH:5][cH:6][cH:7]1)[O:8][CH:9]([CH:10]=[O:11])[CH:12]([O:13][CH2:14][c:15]1[cH:16][cH:17][cH:18][cH:19][cH:20]1)[CH:21]([OH:22])[CH2:23][O:24][CH2:25][c:26]1[cH:27][cH:28][cH:29][cH:30][cH:31]1.[CH3:35][OH:36].[NH2:33][NH2:34].[OH2:32]>>[CH2:1]([c:2]1[cH:3][cH:4][cH:5][cH:6][cH:7]1)[O:8][CH:9]([C:10](=[O:11])[NH:33][NH2:34])[CH:12]([O:13][CH2:14][c:15]1[cH:16][cH:17][cH:18][cH:19][cH:20]1)[CH:21]([OH:22])[CH2:23][O:24][CH2:25][c:26]1[cH:27][cH:28][cH:29][cH:30][cH:31]1. The product is NNC(=O)C(OCc1ccccc1)C(OCc1ccccc1)C(O)COCc1ccccc1. Reactants: ClC1=C(C(=O)NC=2C(=NC=CC2)N(C2=CC=CC=C2)CCCN(C)C)C=CC=C1 (2-chloro-N-[2-[[3-(dimethylamino)propyl]phenylamino]-3-pyridinyl]benzamide), P(=O)(Cl)(Cl)Cl (phosphorus oxychloride), Cl (hydrochloric acid). The solvent is ClC(C(Cl)Cl)Cl (1,1,2,2-tetrachlorethane). Product: ClC1=C(C=CC=C1)C1=NC2=C(N(C3=C1C=CC=C3)CCCN(C)C)N=CC=C2 (6-(2-Chlorophenyl)-N,N-dimethyl-11H-pyrido[2,3-b][1,4]benzodiazepine-11-propanamine). Reaction SMILES: [Cl:1][C:2]1[CH:29]=[CH:28][CH:27]=[CH:26][C:3]=1[C:4]([NH:6][C:7]1[C:8]([N:13]([CH2:20][CH2:21][CH2:22][N:23]([CH3:25])[CH3:24])[C:14]2[CH:19]=[CH:18][CH:17]=[CH:16][CH:15]=2)=[N:9][CH:10]=[CH:11][CH:12]=1)=O.P(Cl)(Cl)(Cl)=O.Cl>ClC(Cl)C(Cl)Cl>[Cl:1][C:2]1[CH:29]=[CH:28][CH:27]=[CH:26][C:3]=1[C:4]1[C:15]2[CH:16]=[CH:17][CH:18]=[CH:19][C:14]=2[N:13]([CH2:20][CH2:21][CH2:22][N:23]([CH3:25])[CH3:24])[C:8]2[N:9]=[CH:10][CH:11]=[CH:12][C:7]=2[N:6]=1. Reported procedure: A solution of 7.0 g (0.017 mole) of 2-chloro-N-[2-[[3-(dimethylamino)propyl]phenylamino]-3-pyridinyl]benzamide and 10.5 g (0.069 mole) of phosphorus oxychloride in 5 ml of 1,1,2,2-tetrachlorethane was heated under nitrogen atmosphere at 110°-115° C. for 16 hr. The cooled reaction mixture was poured into ice and 10 ml of dilute hydrochloric acid added. The mixture was extracted twice with petroleum ether. The acidic portion was made basic with sodium hydroxide pellets and thereafter extracted twi... Reactants: CN1CCNCC1, COc1c([N+](=O)[O-])ccc2c1CCC(=O)CC2. Yields the product COc1c([N+](=O)[O-])ccc2c1CCC(N1CCN(C)CC1)CC2. As a reaction SMILES: [CH3:18][N:19]1[CH2:20][CH2:21][NH:22][CH2:23][CH2:24]1.[CH3:1][O:2][c:3]1[c:4]([N+:15](=[O:16])[O-:17])[cH:5][cH:6][c:7]2[c:8]1[CH2:9][CH2:10][C:11](=[O:14])[CH2:12][CH2:13]2>>[CH3:1][O:2][c:3]1[c:4]([N+:15](=[O:16])[O-:17])[cH:5][cH:6][c:7]2[c:8]1[CH2:9][CH2:10][CH:11]([N:22]1[CH2:21][CH2:20][N:19]([CH3:18])[CH2:24][CH2:23]1)[CH2:12][CH2:13]2. The reactants are N[C@@H](CCC(=O)O)C(=O)O (glutamic acid), CC=1C=C2C(C(=O)OC2=O)=CC1 (4-methyphthalic anhydride), C(C)(=O)O (acetic acid). Product: CC1=C2C(N(C(C2=CC=C1)=O)C(CCC(=O)O)C(=O)O)=O (1-(4-Methyl-1,3-dioxoisoindolin-2-yl)propane-1,3-dicarboxylic acid). As a reaction SMILES: [NH2:1][C@H:2]([C:8]([OH:10])=[O:9])[CH2:3][CH2:4][C:5]([OH:7])=[O:6].C[C:12]1[CH:13]=[C:14]2[C:19](=[O:20])[O:18][C:16](=O)[C:15]2=[CH:21][CH:22]=1.[C:23](O)(=O)C>>[CH3:23][C:13]1[CH:12]=[CH:22][CH:21]=[C:15]2[C:14]=1[C:19](=[O:20])[N:1]([CH:2]([C:8]([OH:10])=[O:9])[CH2:3][CH2:4][C:5]([OH:7])=[O:6])[C:16]2=[O:18]. Procedure details: A mixture of glutamic acid (10 mmol) and 4-methyphthalic anhydride below (10 mmol) in 20 mL of acetic acid is heated to reflux. The cooled reaction is then concentrated in vacuo. The residue is slurried in ethyl acetate and the resulting slurry filtered to afford the desired product. As an alternative to slurry filtering, column chromatography can be used to purify the desired product. Starting materials: O=C1CCC(=O)N1Br, Cc1ccncc1-c1nsnc1Cl, ClC(Cl)(Cl)Cl, [K+], [K+], O=C([O-])[O-], O. Product: Clc1nsnc1-c1cnccc1CBr. RXN SMILES: [Br:14][N:15]1[C:16](=[O:17])[CH2:18][CH2:19][C:20]1=[O:21].[Cl:1][c:2]1[n:3][s:4][n:5][c:6]1-[c:7]1[cH:8][n:9][cH:10][cH:11][c:12]1[CH3:13].[Cl:29][C:30]([Cl:31])([Cl:32])[Cl:33].[K+:23].[K+:24].[O-:25][C:26]([O-:27])=[O:28].[OH2:22]>>[Cl:1][c:2]1[n:3][s:4][n:5][c:6]1-[c:7]1[cH:8][n:9][cH:10][cH:11][c:12]1[CH2:13][Br:14]. The reactants are COC1=CC=C(C=C1)C(=O)C(=O)C1=CC=C(C=C1)OC (4,4′-dimethoxybenzil), S(C)(=O)(=O)O.S(C)(=O)(=O)O.NNC(=N)N (aminoguanidine bismesylate). The product is NC=1N=NC(=C(N1)C1=CC=C(C=C1)OC)C1=CC=C(C=C1)OC (3-Amino-5,6-bis(4-methoxylphenyl)-1,2,4-triazine). Reaction SMILES: [CH3:1][O:2][C:3]1[CH:8]=[CH:7][C:6]([C:9]([C:11]([C:13]2[CH:18]=[CH:17][C:16]([O:19][CH3:20])=[CH:15][CH:14]=2)=O)=O)=[CH:5][CH:4]=1.S(O)(=O)(=O)C.S(O)(=O)(=O)C.[NH2:31][NH:32][C:33]([NH2:35])=[NH:34]>>[NH2:35][C:33]1[N:32]=[N:31][C:11]([C:13]2[CH:18]=[CH:17][C:16]([O:19][CH3:20])=[CH:15][CH:14]=2)=[C:9]([C:6]2[CH:7]=[CH:8][C:3]([O:2][CH3:1])=[CH:4][CH:5]=2)[N:34]=1 |f:1.2.3|. Reported procedure: Prepared by reacting 4,4′-dimethoxybenzil with aminoguanidine bismesylate using the above procedure. The title compound was obtained as pale yellow plates in 92.5%, mpt=179-181° Starting materials: CCOC(C)=O, [H][H], CCOC1OC(=O)C=C1N=[N+]=[N-]. Product: CCOC1OC(=O)C=C1N. RXN SMILES: [CH3:15][CH2:16][O:17][C:18](=[O:19])[CH3:20].[H:13][H:14].[N:1](=[N+:2]=[N-:3])[C:4]1=[CH:5][C:6](=[O:12])[O:7][CH:8]1[O:9][CH2:10][CH3:11]>>[NH2:1][C:4]1=[CH:5][C:6](=[O:12])[O:7][CH:8]1[O:9][CH2:10][CH3:11]. Starting materials: CCCNCCC, Cc1cc([N+](=O)[O-])c(Cl)c([N+](=O)[O-])c1C, c1ccccc1. The product is CCCN(CCC)c1c([N+](=O)[O-])cc(C)c(C)c1[N+](=O)[O-]. RXN SMILES: [CH2:16]([CH2:17][CH3:18])[NH:19][CH2:20][CH2:21][CH3:22].[Cl:1][c:2]1[c:3]([N+:13](=[O:14])[O-:15])[c:4]([CH3:12])[c:5]([CH3:11])[cH:6][c:7]1[N+:8](=[O:9])[O-:10].[cH:23]1[cH:24][cH:25][cH:26][cH:27][cH:28]1>>[c:2]1([N:19]([CH2:16][CH2:17][CH3:18])[CH2:20][CH2:21][CH3:22])[c:3]([N+:13](=[O:14])[O-:15])[c:4]([CH3:12])[c:5]([CH3:11])[cH:6][c:7]1[N+:8](=[O:9])[O-:10]. The reactants are OC1=C(N(S(C2=C1C=CC=C2)(=O)=O)C)C(=O)OC (methyl 4-hydroxy-2-methyl-2H-1,2-benzothiazine-3-carboxylate 1,1-dioxide), NC=1C(C(=CC=CC1)O)=O (2-amino-7-hydroxy-2,4,6-cycloheptatrien-1-one). Solvent: C=1(C(=CC=CC1)C)C (xylene). Product: OC1=C(N(S(C2=C1C=CC=C2)(=O)=O)C)C(=O)NC=2C(C(=CC=CC2)O)=O (4-hydroxy-N-(7-hydroxy-1-oxo-2,4,6-cycloheptatrien-2-yl)-2-methyl-2H-1,2-benzothiazine-3-carboxamide 1,1-dioxide). The yield is 90.4%. As a reaction SMILES: [OH:1][C:2]1[C:7]2[CH:8]=[CH:9][CH:10]=[CH:11][C:6]=2[S:5](=[O:13])(=[O:12])[N:4]([CH3:14])[C:3]=1[C:15]([O:17]C)=O.[NH2:19][C:20]1[C:21](=[O:28])[C:22]([OH:27])=[CH:23][CH:24]=[CH:25][CH:26]=1>C1(C)C(C)=CC=CC=1>[OH:1][C:2]1[C:7]2[CH:8]=[CH:9][CH:10]=[CH:11][C:6]=2[S:5](=[O:12])(=[O:13])[N:4]([CH3:14])[C:3]=1[C:15]([NH:19][C:20]1[C:21](=[O:28])[C:22]([OH:27])=[CH:23][CH:24]=[CH:25][CH:26]=1)=[O:17]. Procedure details: A mixture of methyl 4-hydroxy-2-methyl-2H-1,2-benzothiazine-3-carboxylate 1,1-dioxide (2.95 g) and 2-amino-7-hydroxy-2,4,6-cycloheptatrien-1-one (1.5 g) in xylene (103 ml) was refluxed for 52 hours. The reaction mixture was cooled to room temperature. The crystals were collected by filtration and washed successively with N,N-dimethylformamide and chloroform to give 4-hydroxy-N-(7-hydroxy-1-oxo-2,4,6-cycloheptatrien-2-yl)-2-methyl-2H-1,2-benzothiazine-3-carboxamide 1,1-dioxide (3.7 g).